This data is from the Open Reaction Database (ORD), a public repository of structured organic reaction records. The task is: describe an organic reaction: reactants, conditions, products, and yield Reactants: FC1=C(C(=CC(=C1)OC)F)C=1SC=C(N1)C(=O)O (2-(2,6-difluoro-4-methoxyphenyl)thiazole-4-carboxylic acid), ClC1=C(C=CC=C1F)B(O)O ((2-chloro-3-fluorophenyl)boronic acid). Yields the product ClC1=C(C=CC=C1F)C=1SC=C(N1)C(=O)O (2-(2-chloro-3-fluorophenyl)thiazole-4-carboxylic acid). As a reaction SMILES: FC1C=C(OC)C=C(F)C=1[C:11]1[S:12][CH:13]=[C:14]([C:16]([OH:18])=[O:17])[N:15]=1.[Cl:19][C:20]1[C:25]([F:26])=[CH:24][CH:23]=[CH:22][C:21]=1B(O)O>>[Cl:19][C:20]1[C:25]([F:26])=[CH:24][CH:23]=[CH:22][C:21]=1[C:11]1[S:12][CH:13]=[C:14]([C:16]([OH:18])=[O:17])[N:15]=1. Procedure details: Following the procedure of Intermediate 104, replacing 2,6-difluoro-4-methoxyphenylboronic acid with (2-chloro-3-fluorophenyl)boronic acid gave the title compound. Reactants: ClC1=CC=C(C=C1)B(O)O ((4-chlorophenyl) boronic acid), C([O-])([O-])=O.[K+].[K+] (potassium carbonate), BrC=1N=C(SC1)CN1C(CCC1)=O (1-((4-bromothiazol-2-yl)methyl)pyrrolidin-2-one), ClC1=CC=C(C=C1)C=1N=C(SC1C1=CC=C(C=C1)S(=O)(=O)N)CN1C(CCC1)=O (4-(4-(4-chlorophenyl)-2-((2-oxopyrrolidin-1-yl)methyl)thiazol-5-yl)benzenesulfonamide), Tetrakis(triphenylphosphine)(0)palladium. Run in C1(=CC=CC=C1)C (toluene), C(C)O (ethanol). Reaction conditions: temperature 97.5 celsius. Yields the product ClC1=CC=C(C=C1)C=1N=C(SC1)CN1C(CCC1)=O (1-((4-(4-chlorophenyl)thiazol-2-yl)methyl)pyrrolidin-2-one). Isolated yield 86.6%. Reaction SMILES: ClC1C=CC(B(O)O)=CC=1.C(=O)([O-])[O-].[K+].[K+].BrC1N=C(CN2CCCC2=O)SC=1.[Cl:30][C:31]1[CH:36]=[CH:35][C:34]([C:37]2[N:38]=[C:39]([CH2:52][N:53]3[CH2:57][CH2:56][CH2:55][C:54]3=[O:58])[S:40][C:41]=2C2C=CC(S(N)(=O)=O)=CC=2)=[CH:33][CH:32]=1>C1(C)C=CC=CC=1.C(O)C>[Cl:30][C:31]1[CH:36]=[CH:35][C:34]([C:37]2[N:38]=[C:39]([CH2:52][N:53]3[CH2:57][CH2:56][CH2:55][C:54]3=[O:58])[S:40][CH:41]=2)=[CH:33][CH:32]=1 |f:1.2.3|. Procedure details: (4-chlorophenyl) boronic acid (0.22 g, 1.42 mmol) and potassium carbonate (0.41 g, 2.97 mmol) were added to a solution of 1-((4-bromothiazol-2-yl)methyl)pyrrolidin-2-one (Step-1 of Compound 103, 0.31 g, 1.18 mmol) in a mixture of toluene:ethanol (5:15 ml) in a tube at 25° C. Nitrogen gas was bubbled through the reaction mixture for 15 minutes. Tetrakis(triphenylphosphine)(0)palladium (0.07 g, 0.06 mmol) was then added to the reaction mixture under nitrogen atmosphere and the tube was sealed. The...